From a dataset of the Open Reaction Database (ORD), a public repository of structured organic reaction records. describe an organic reaction: reactants, conditions, products, and yield Starting materials: CC(C)(C)OC(=O)CBr, O=C([O-])[O-], CC#N, [K+], [K+], OCCc1ccc(O)cc1. The product is CC(C)(C)OC(=O)COc1ccc(CCO)cc1. RXN SMILES: [Br:17][CH2:18][C:19](=[O:20])[O:21][C:22]([CH3:23])([CH3:24])[CH3:25].[C:11](=[O:12])([O-:13])[O-:14].[CH3:26][C:27]#[N:28].[K+:15].[K+:16].[OH:1][CH2:2][CH2:3][c:4]1[cH:5][cH:6][c:7]([OH:8])[cH:9][cH:10]1>>[OH:1][CH2:2][CH2:3][c:4]1[cH:5][cH:6][c:7]([O:8][CH2:18][C:19](=[O:20])[O:21][C:22]([CH3:23])([CH3:24])[CH3:25])[cH:9][cH:10]1. Starting materials: CO, COC(=O)c1ccc(NS(C)(=O)=O)cc1, [Na+], [OH-], O. Product: CS(=O)(=O)Nc1ccc(C(=O)O)cc1. As a reaction SMILES: [CH3:18][OH:19].[CH3:3][S:4](=[O:5])(=[O:6])[NH:7][c:8]1[cH:9][cH:10][c:11]([C:12](=[O:13])[O:14][CH3:15])[cH:16][cH:17]1.[Na+:2].[OH-:1].[OH2:20]>>[CH3:3][S:4](=[O:5])(=[O:6])[NH:7][c:8]1[cH:9][cH:10][c:11]([C:12](=[O:13])[OH:14])[cH:16][cH:17]1. Starting materials: Cl (hydrogen chloride), C(C)(C)(C)OC(=O)N1[C@H](C[C@H](C1)OCC1=CC(=CC=C1)OC(F)(F)F)[C@@H]1[C@@H](N(C(O1)(C)C)C(C)=O)CC1=CC(=CC(=C1)F)F ((2R,4R)-2-[(4S,5S)-3-acetyl-4-(3,5-difluoro-benzyl)-2,2-dimethyl-oxazolidin-5-yl]-4-(3-trifluoromethoxy-benzyloxy)-pyrrolidine-1-carboxylic acid tert-butyl ester). Run in O1CCOCC1 (dioxane). Run at time 18 hour. Product: Cl.FC=1C=C(C[C@@H]([C@@H]([C@@H]2NC[C@@H](C2)OCC2=CC(=CC=C2)OC(F)(F)F)O)NC(C)=O)C=C(C1)F (N-{(1S,2R)-1-(3,5-Difluoro-benzyl)-2-hydroxy-2-[(2R,4R)-4-(3-trifluoromethoxy-benzyloxy)-pyrrolidin-2-yl]-ethyl}-acetamide hydrochloride). Yield: 100.0%. As a reaction SMILES: [ClH:1].C(OC([N:9]1[CH2:13][C@H:12]([O:14][CH2:15][C:16]2[CH:21]=[CH:20][CH:19]=[C:18]([O:22][C:23]([F:26])([F:25])[F:24])[CH:17]=2)[CH2:11][C@@H:10]1[C@H:27]1[O:31]C(C)(C)[N:29]([C:34](=[O:36])[CH3:35])[C@H:28]1[CH2:37][C:38]1[CH:43]=[C:42]([F:44])[CH:41]=[C:40]([F:45])[CH:39]=1)=O)(C)(C)C>O1CCOCC1>[ClH:1].[F:45][C:40]1[CH:39]=[C:38]([CH:43]=[C:42]([F:44])[CH:41]=1)[CH2:37][C@H:28]([NH:29][C:34](=[O:36])[CH3:35])[C@H:27]([OH:31])[C@H:10]1[CH2:11][C@@H:12]([O:14][CH2:15][C:16]2[CH:21]=[CH:20][CH:19]=[C:18]([O:22][C:23]([F:26])([F:25])[F:24])[CH:17]=2)[CH2:13][NH:9]1 |f:3.4|. Procedure: Add 4M hydrogen chloride in dioxane (5 mL) to (2R,4R)-2-[(4S,5S)-3-acetyl-4-(3,5-difluoro-benzyl)-2,2-dimethyl-oxazolidin-5-yl]-4-(3-trifluoromethoxy-benzyloxy)-pyrrolidine-1-carboxylic acid tert-butyl ester (0.138 g, 0.22 mmol). Stir 18 h and concentrate to give the title compound as a foam (0.11 g, 100%). Starting materials: C1=CC=CC=C1 (benzene), dimethyl acetal, C(C)C1=C(NCC=O)C(=CC=C1)OC (2-(2-ethyl-6-methoxyanilino)-acetaldehyde), C([O-])([O-])=O.[Na+].[Na+] (sodium carbonate), ClC(C(CC)Cl)=O (α-chlorobutanoyl chloride). The solvent is O (water). The product is dimethyl acetal, ClC(C(CC)N(C1=C(C=CC=C1OC)CC)CC=O)=O (2-(N-α-chlorobutanoyl-2-ethyl-6-methoxyanilino)acetaldehyde). Reaction SMILES: [CH2:1]([C:3]1[CH:12]=[CH:11][CH:10]=[C:9]([O:13][CH3:14])[C:4]=1[NH:5][CH2:6][CH:7]=[O:8])[CH3:2].C(=O)([O-])[O-].[Na+].[Na+].C1C=CC=CC=1.[Cl:27][C:28](=[O:33])[CH:29](Cl)[CH2:30][CH3:31]>O>[Cl:27][C:28](=[O:33])[CH:29]([N:5]([CH2:6][CH:7]=[O:8])[C:4]1[C:9]([O:13][CH3:14])=[CH:10][CH:11]=[CH:12][C:3]=1[CH2:1][CH3:2])[CH2:30][CH3:31] |f:1.2.3|. Procedure: The dimethyl acetal of 2-(2-ethyl-6-methoxyanilino)-acetaldehyde (0.1 mole), sodium carbonate (0.06 mole) dissolved in water (50 ml) and benzene (50 ml) are charged into a glass reaction vessel equipped with a mechanical stirrer, thermometer and cooling means. The mixture is cooled to a temperature of about 0°C and α-chlorobutanoyl chloride (0.11 mole) is incrementally added with stirring. After the addition is completed stirring is continued and the reaction mixture is permitted to warm to room... Starting materials: Cc1ccccc1N(CC(C)(C)NC(=O)OC(C)(C)C)C(=O)CBr, CC(C)(C)[O-], [Cl-], [K+], [NH4+], C1CCOC1, O. Product: Cc1ccccc1N1CC(C)(C)N(C(=O)OC(C)(C)C)CC1=O. RXN SMILES: [C:7]([CH3:8])([CH3:9])([CH3:10])[O:11][C:12]([NH:13][C:14]([CH2:15][N:16]([c:17]1[c:18]([CH3:23])[cH:19][cH:20][cH:21][cH:22]1)[C:24]([CH2:25][Br:26])=[O:27])([CH3:28])[CH3:29])=[O:30].[CH3:1][C:2]([CH3:3])([O-:4])[CH3:5].[Cl-:31].[K+:6].[NH4+:32].[O:33]1[CH2:34][CH2:35][CH2:36][CH2:37]1.[OH2:38]>>[C:7]([CH3:8])([CH3:9])([CH3:10])[O:11][C:12]([N:13]1[C:14]([CH3:28])([CH3:29])[CH2:15][N:16]([c:17]2[c:18]([CH3:23])[cH:19][cH:20][cH:21][cH:22]2)[C:24](=[O:27])[CH2:25]1)=[O:30]. Reactants: C(#C)C=1C=NN2C1N=C(C=C2C(F)(F)F)C2=CC=C(C=C2)C(F)(F)F (3-ethynyl-7-trifluoromethyl-5-(4-trifluoromethyl-phenyl)-pyrazolo[1,5-a]pyrimidine), BrC1=CC=C(C=C1)S(=O)(=O)NC (4-bromo-N-methyl-benzenesulfonamide). Yields the product CNS(=O)(=O)C1=CC=C(C=C1)C#CC=1C=NN2C1N=C(C=C2C(F)(F)F)C2=CC=C(C=C2)C(F)(F)F (N-Methyl-4-[7-trifluoromethyl-5-(4-trifluoromethyl-phenyl)-pyrazolo[1,5-a]pyrimidin-3-ylethynyl]-benzenesulfonamide), solid. Yield: 74.0%. Reaction SMILES: [C:1]([C:3]1[CH:4]=[N:5][N:6]2[C:11]([C:12]([F:15])([F:14])[F:13])=[CH:10][C:9]([C:16]3[CH:21]=[CH:20][C:19]([C:22]([F:25])([F:24])[F:23])=[CH:18][CH:17]=3)=[N:8][C:7]=12)#[CH:2].Br[C:27]1[CH:32]=[CH:31][C:30]([S:33]([NH:36][CH3:37])(=[O:35])=[O:34])=[CH:29][CH:28]=1>>[CH3:37][NH:36][S:33]([C:30]1[CH:29]=[CH:28][C:27]([C:2]#[C:1][C:3]2[CH:4]=[N:5][N:6]3[C:11]([C:12]([F:14])([F:13])[F:15])=[CH:10][C:9]([C:16]4[CH:21]=[CH:20][C:19]([C:22]([F:25])([F:24])[F:23])=[CH:18][CH:17]=4)=[N:8][C:7]=23)=[CH:32][CH:31]=1)(=[O:34])=[O:35]. Procedure details: The title compound was prepared from 3-ethynyl-7-trifluoromethyl-5-(4-trifluoromethyl-phenyl)-pyrazolo[1,5-a]pyrimidine (example C.1) (355 mg, 1.0 mmol) and 4-bromo-N-methyl-benzenesulfonamide (example B.27) (276 mg, 1.0 mmol) according to general procedure II. Obtained as a yellow solid (390 mg, 74%). MS (ISP) 525.2 [(M+H)+]; mp 231-233° C. Reactants: COC(=O)C1=CC2=C(O1)CCC2 (5,6-Dihydro-4H-cyclopenta[b]furan-2-carboxylic acid methyl ester), [H-].[H-].[H-].[H-].[Li+].[Al+3] (LiAlH4). Run in C1CCOC1 (THF). Conditions: temperature 0 celsius, time 1 hour. Product: O1C2=C(C=C1CO)CCC2 ((5,6-Dihydro-4H-cyclopenta[b]furan-2-yl)methanol). Yield: 99.9%. RXN SMILES: C[O:2][C:3]([C:5]1[O:9][C:8]2[CH2:10][CH2:11][CH2:12][C:7]=2[CH:6]=1)=O.[H-].[H-].[H-].[H-].[Li+].[Al+3]>C1COCC1>[O:9]1[C:5]([CH2:3][OH:2])=[CH:6][C:7]2[CH2:12][CH2:11][CH2:10][C:8]1=2 |f:1.2.3.4.5.6|. Procedure details: 5,6-Dihydro-4H-cyclopenta[b]furan-2-carboxylic acid methyl ester (2.24 g) was added to the THF (59 mL) solution of LiAlH4 (511 mg) under a nitrogen atmosphere at 0° C. and stirred for 1 h at 0° C. The mixture was quenched with 10 mL of water and filtered. The filtrate was concentrated under reduced pressure and the obtained aqueous solution was extracted with CHCl3. The organic layer was washed with brine and dried over MgSO4 and filtered. The filtrate was concentrated to afford titled compound ... The reactants are O=C([O-])[O-], COc1ccc(CCl)cc1, CN(C)C=O, O=Cc1ccc(C=CC(=O)O)cc1, [K+], [K+]. Product: COc1ccc(COC(=O)C=Cc2ccc(C=O)cc2)cc1. Reaction SMILES: [C:24](=[O:25])([O-:26])[O-:27].[CH3:14][O:15][c:16]1[cH:17][cH:18][c:19]([CH2:20][Cl:21])[cH:22][cH:23]1.[CH3:30][N:31]([CH3:32])[CH:33]=[O:34].[CH:1](=[O:2])[c:3]1[cH:4][cH:5][c:6]([CH:7]=[CH:8][C:9](=[O:10])[OH:11])[cH:12][cH:13]1.[K+:28].[K+:29]>>[CH:1](=[O:2])[c:3]1[cH:4][cH:5][c:6]([CH:7]=[CH:8][C:9](=[O:10])[O:11][CH2:20][c:19]2[cH:18][cH:17][c:16]([O:15][CH3:14])[cH:23][cH:22]2)[cH:12][cH:13]1. The reactants are CNc1c(OC)cc(C(=O)OC)cc1OC, CS(C)(=O)=O, CC(=O)O, CS(C)=O, [H-], [Na+], O. Yields the product CNc1c(OC)cc(C(=O)CS(C)(=O)=O)cc1OC. RXN SMILES: [CH3:12][O:13][C:14]([c:15]1[cH:16][c:17]([O:25][CH3:26])[c:18]([NH:23][CH3:24])[c:19]([O:21][CH3:22])[cH:20]1)=[O:27].[CH3:1][S:2](=[O:3])(=[O:4])[CH3:5].[CH3:28][C:29](=[O:30])[OH:31].[CH3:8][S:9]([CH3:10])=[O:11].[H-:6].[Na+:7].[OH2:32]>>[CH2:1]([S:2](=[O:3])(=[O:4])[CH3:5])[C:14](=[O:13])[c:15]1[cH:16][c:17]([O:25][CH3:26])[c:18]([NH:23][CH3:24])[c:19]([O:21][CH3:22])[cH:20]1. The reactants are CC(=O)O, CCOC(=O)Cc1ccc(NC(=O)c2cc(NCc3ccccc3)ccc2Cl)cc1, Cl, O. Product: O=C(O)Cc1ccc(NC(=O)c2cc(NCc3ccccc3)ccc2Cl)cc1. RXN SMILES: [CH3:32][C:33](=[O:34])[OH:35].[Cl:1][c:2]1[c:3]([C:16](=[O:17])[NH:18][c:19]2[cH:20][cH:21][c:22]([CH2:25][C:26](=[O:27])[O:28][CH2:29][CH3:30])[cH:23][cH:24]2)[cH:4][c:5]([NH:8][CH2:9][c:10]2[cH:11][cH:12][cH:13][cH:14][cH:15]2)[cH:6][cH:7]1.[ClH:36].[OH2:31]>>[Cl:1][c:2]1[c:3]([C:16](=[O:17])[NH:18][c:19]2[cH:20][cH:21][c:22]([CH2:25][C:26](=[O:27])[OH:28])[cH:23][cH:24]2)[cH:4][c:5]([NH:8][CH2:9][c:10]2[cH:11][cH:12][cH:13][cH:14][cH:15]2)[cH:6][cH:7]1.